From a dataset of the Open Reaction Database (ORD), a public repository of structured organic reaction records. describe an organic reaction: reactants, conditions, products, and yield The reactants are N1CCC(CC1)C1=NOC2=C1C=CC=C2 (3-(4-piperidyl)-1,2-benzisoxazole), N#CBr (cyanogen bromide), C([O-])(O)=O.[Na+] (sodium bicarbonate), [I-].[K+] (potassium iodide). The solvent is C(Cl)(Cl)Cl (chloroform). Product: C(#N)N1CCC(CC1)C1=NOC2=C1C=CC=C2 (3-(1-Cyano-4-piperidyl)-1,2-benzisoxazole). The yield is 63.0%. Reaction SMILES: [NH:1]1[CH2:6][CH2:5][CH:4]([C:7]2[C:11]3[CH:12]=[CH:13][CH:14]=[CH:15][C:10]=3[O:9][N:8]=2)[CH2:3][CH2:2]1.[N:16]#[C:17]Br.C(=O)(O)[O-].[Na+].[I-].[K+]>C(Cl)(Cl)Cl>[C:17]([N:1]1[CH2:2][CH2:3][CH:4]([C:7]2[C:11]3[CH:12]=[CH:13][CH:14]=[CH:15][C:10]=3[O:9][N:8]=2)[CH2:5][CH2:6]1)#[N:16] |f:2.3,4.5|. Reported procedure: A suspension of 4.8 g of 3-(4-piperidyl)-1,2-benzisoxazole, 2.7 g of cyanogen bromide, 5.0 g of sodium bicarbonate and 3.0 g of potassium iodide in 100 ml of chloroform was heated under reflux overnight. The reaction was cooled to room temperature, filtered and concentrated in vacuo to give a solid. The benzisoxazole was purified on 120 g of silica gel, eluted with chloroform and recrystallized twice from acetone-hexane to give 3.4 g (62.3%) of product, mp, 115°-117°. Reactants: solution, N (ammonia), OC1=C(N(C=CC1=O)CCOC(C)=O)CC1=CC=C(C=C1)F (acetic acid 2-[3-hydroxy-2-(4-fluorobenzyl)-4-oxo-4H-pyridin-1-yl]-ethyl ester). The solvent is CO (methanol), CO (methanol). Run at time 18 hour. Yields the product OC1=C(N(C=CC1=O)CCO)CC1=CC=C(C=C1)F (3-hydroxy-1-(2-hydroxy-ethyl)-2-(4-fluorobenzyl)-1H-pyridin-4-one). As a reaction SMILES: [OH:1][C:2]1[C:7](=[O:8])[CH:6]=[CH:5][N:4]([CH2:9][CH2:10][O:11]C(=O)C)[C:3]=1[CH2:15][C:16]1[CH:21]=[CH:20][C:19]([F:22])=[CH:18][CH:17]=1.N>CO>[OH:1][C:2]1[C:7](=[O:8])[CH:6]=[CH:5][N:4]([CH2:9][CH2:10][OH:11])[C:3]=1[CH2:15][C:16]1[CH:17]=[CH:18][C:19]([F:22])=[CH:20][CH:21]=1. Reported procedure: 2.0 g of acetic acid 2-[3-hydroxy-2-(4-fluorobenzyl)-4-oxo-4H-pyridin-1-yl]-ethyl ester dissolved in 20 ml of methanol, and 5 ml of a 6M solution of ammonia in methanol are added. The reaction solution is stirred at room temperature for 18 hours, the product precipitating in the form of a thick crystal mass. Filtering, washing with methanol and drying yield 3-hydroxy-1-(2-hydroxy-ethyl)-2-(4-fluorobenzyl)-1H-pyridin-4-one in the form of colourless crystals. M.p.: 225°-231° C., decomp. from 190° ... Reactants: O[C@@H](C)[C@@H]1CC(N(C1)[C@H](C)C1=CC=C(C=C1)OC)=O ((R)-4-((S)-1-hydroxyethyl)-1-((R)-1-(4-methoxyphenyl)ethyl)pyrrolidin-2-one), C1=CC=C(C=C1)P(C2=CC=CC=C2)C3=CC=CC=C3 (PPh3), CCOC(=O)/N=N/C(=O)OCC (DEAD), CCOC(=O)/N=N/C(=O)OCC (DEAD), C(C1=CC=CC=C1)OC=1C=C(C2=C(N=CS2)C1)O (5-(benzyloxy)benzo[d]thiazol-7-ol), O[C@@H](C)[C@@H]1CC(N(C1)[C@H](C)C1=CC=C(C=C1)OC)=O ((R)-4-((S)-1-hydroxyethyl)-1-((R)-1-(4-methoxyphenyl)ethyl)pyrrolidin-2-one), C1=CC=C(C=C1)P(C2=CC=CC=C2)C3=CC=CC=C3 (PPh3). The solvent is C1CCOC1 (THF). Conditions: temperature 40 celsius, time 17 hour. The product is C(C1=CC=CC=C1)OC=1C=C(C2=C(N=CS2)C1)O[C@H](C)[C@@H]1CC(N(C1)[C@H](C)C1=CC=C(C=C1)OC)=O ((R)-4-((R)-1-(5-(benzyloxy)benzo[d]thiazol-7-yloxy)ethyl)-1-((R)-1-(4-methoxyphenyl)ethyl)pyrrolidin-2-one). Reaction SMILES: [CH2:1]([O:8][C:9]1[CH:10]=[C:11]([OH:18])[C:12]2[S:16][CH:15]=[N:14][C:13]=2[CH:17]=1)[C:2]1[CH:7]=[CH:6][CH:5]=[CH:4][CH:3]=1.O[C@H:20]([C@H:22]1[CH2:26][N:25]([C@@H:27]([C:29]2[CH:34]=[CH:33][C:32]([O:35][CH3:36])=[CH:31][CH:30]=2)[CH3:28])[C:24](=[O:37])[CH2:23]1)[CH3:21].C1C=CC(P(C2C=CC=CC=2)C2C=CC=CC=2)=CC=1.CCOC(/N=N/C(OCC)=O)=O>C1COCC1>[CH2:1]([O:8][C:9]1[CH:10]=[C:11]([O:18][C@@H:20]([C@H:22]2[CH2:26][N:25]([C@@H:27]([C:29]3[CH:30]=[CH:31][C:32]([O:35][CH3:36])=[CH:33][CH:34]=3)[CH3:28])[C:24](=[O:37])[CH2:23]2)[CH3:21])[C:12]2[S:16][CH:15]=[N:14][C:13]=2[CH:17]=1)[C:2]1[CH:7]=[CH:6][CH:5]=[CH:4][CH:3]=1. Procedure: 5-(benzyloxy)benzo[d]thiazol-7-ol (420 mg, 1.63 mmol), (R)-4-((S)-1-hydroxyethyl)-1-((R)-1-(4-methoxyphenyl)ethyl)pyrrolidin-2-one (607 mg, 2.31 mmol), and PPh3 (615 mg, 2.35 mmol) were dissolved in THF (15 ml). DEAD (0.36 mL, 2.30 mmol) was added and the resulting mixture was heated to 40° C. After 17 h, additional (R)-4-((S)-1-hydroxyethyl)-1-((R)-1-(4-methoxyphenyl)ethyl)pyrrolidin-2-one (105 mg, 0.40 mmol), PPh3 (110 mg, 0.42 mmol) and DEAD (0.060 mL, 0.38 mmol) were added. The reaction mixt... Starting materials: C(C)(C)(C)OC(NC(C(N(C)C)=O)C1=CC=C(C=C1)OC1=CC=C(C=C1)CCC(NOC(C1=CC=CC=C1)=O)=O)=O (({4-[4-(2-benzoyloxycarbamoylethyl)-phenoxy]-phenyl}-dimethylcarbamoylmethyl)-carbamic acid tert-butyl ester), [H][H] (hydrogen). The reagents and catalysts are [Pd] (Palladium). The solvent is CO (MeOH). Yields the product C(C)(C)(C)OC(NC(C1=CC=C(C=C1)OC1=CC=C(C=C1)CCC(NO)=O)C(N(C)C)=O)=O ((dimethylcarbamoyl-{4-[4-(2-hydroxycarbamoyl-ethyl)-phenoxy]-phenyl}-methyl)-carbamic acid tert-butyl ester). The yield is 90.0%. RXN SMILES: [C:1]([O:5][C:6](=[O:41])[NH:7][CH:8]([C:14]1[CH:19]=[CH:18][C:17]([O:20][C:21]2[CH:26]=[CH:25][C:24]([CH2:27][CH2:28][C:29](=[O:40])[NH:30][O:31]C(=O)C3C=CC=CC=3)=[CH:23][CH:22]=2)=[CH:16][CH:15]=1)[C:9](=[O:13])[N:10]([CH3:12])[CH3:11])([CH3:4])([CH3:3])[CH3:2].[H][H]>CO.[Pd]>[C:1]([O:5][C:6](=[O:41])[NH:7][CH:8]([C:9](=[O:13])[N:10]([CH3:12])[CH3:11])[C:14]1[CH:15]=[CH:16][C:17]([O:20][C:21]2[CH:26]=[CH:25][C:24]([CH2:27][CH2:28][C:29](=[O:40])[NH:30][OH:31])=[CH:23][CH:22]=2)=[CH:18][CH:19]=1)([CH3:2])([CH3:4])[CH3:3]. Procedure details: Palladium (5% on BaSO4, 2.0 g) was added to a degassed solution of the benzyl hydroxamate 34 (1.5 g) in MeOH (100 mL) and the suspension was treated with hydrogen at atmospheric pressure for 6 h. The suspension was filtered over a Celite® bed and concentrated to yield the desired hydroxamate 35 (1.1 g, 90%). 1H NMR (400 MHz, DMSO-d6): 10.42 (s, 1H), 7.33 (d, J=8.4 Hz, 2H), 7.22 (d, J=8.4 Hz, 2H), 7.12 (d, J=8.4 Hz, 1H), 6.93 (overlapped d, J=8.8 Hz, 2H), 6.92 (overlapped d, J=8.4 Hz, 2H), 5.50 (... Reactants: CCOC(=O)C(Br)Br, CN(C)C=O, [K], O=[N+]([O-])c1ccccc1. Product: CCOC(=O)C(Br)c1ccc([N+](=O)[O-])cc1. As a reaction SMILES: [Br:10][CH:11]([C:12](=[O:13])[O:14][CH2:15][CH3:16])[Br:17].[CH3:19][N:20]([CH3:21])[CH:22]=[O:23].[K:18].[O-:1][N+:2](=[O:3])[c:4]1[cH:5][cH:6][cH:7][cH:8][cH:9]1>>[O-:1][N+:2](=[O:3])[c:4]1[cH:5][cH:6][c:7]([CH:11]([Br:10])[C:12](=[O:13])[O:14][CH2:15][CH3:16])[cH:8][cH:9]1.